From a dataset of the Open Reaction Database (ORD), a public repository of structured organic reaction records. describe an organic reaction: reactants, conditions, products, and yield Starting materials: CC(C(=O)OC)(C(C(=O)OC)=O)C (dimethyl 2,2-dimethyl-3-oxobutanedioate), FC1=C(CN2N=C(C3=C2CCC3)C(NN)=N)C=CC=C1 (1-(2-fluorobenzyl)-1,4,5,6-tetrahydrocyclopenta[c]pyrazole-3-carboximidohydrazide). Solvent: C(C)O (ethanol), C(C)O (ethanol). The product is FC1=C(CN2N=C(C3=C2CCC3)C=3N=NC(=C(N3)O)C(C(=O)OC)(C)C)C=CC=C1 (Methyl 2-{3-[1-(2-fluorobenzyl)-1,4,5,6-tetrahydrocyclopenta[c]pyrazol-3-yl]-5-hydroxy-1,2,4-triazin-6-yl}-2-methylpropanoate). Yield: 15.6%. As a reaction SMILES: [CH3:1][C:2]([CH3:13])([C:7](=O)[C:8](OC)=[O:9])[C:3]([O:5][CH3:6])=[O:4].[F:14][C:15]1[CH:33]=[CH:32][CH:31]=[CH:30][C:16]=1[CH2:17][N:18]1[C:22]2[CH2:23][CH2:24][CH2:25][C:21]=2[C:20]([C:26](=[NH:29])[NH:27][NH2:28])=[N:19]1>C(O)C>[F:14][C:15]1[CH:33]=[CH:32][CH:31]=[CH:30][C:16]=1[CH2:17][N:18]1[C:22]2[CH2:23][CH2:24][CH2:25][C:21]=2[C:20]([C:26]2[N:27]=[N:28][C:7]([C:2]([CH3:13])([CH3:1])[C:3]([O:5][CH3:6])=[O:4])=[C:8]([OH:9])[N:29]=2)=[N:19]1. Procedure: 218 mg (1.13 mmol) of dimethyl 2,2-dimethyl-3-oxobutanedioate were initially charged in 5 ml of ethanol and heated to reflux. Subsequently, 205 mg (0.75 mmol) of 1-(2-fluorobenzyl)-1,4,5,6-tetrahydrocyclopenta[c]pyrazole-3-carboximidohydrazide suspended in 5 ml of ethanol were added and the mixture was boiled under reflux overnight. After cooling, the mixture was filtered, the filtercake was washed with a little ethanol and the filtrate was concentrated. The residue was purified by means of prep... Starting materials: C[O-], CO, FC(F)(F)c1nc(Cl)c2c(n1)CN(Cc1ccccc1)CC2, [Na+]. The product is COc1nc(C(F)(F)F)nc2c1CCN(Cc1ccccc1)C2. RXN SMILES: [CH3:23][O-:24].[CH3:26][OH:27].[Cl:1][c:2]1[c:3]2[c:4]([n:5][c:6]([C:8]([F:9])([F:10])[F:11])[n:7]1)[CH2:12][N:13]([CH2:16][c:17]1[cH:18][cH:19][cH:20][cH:21][cH:22]1)[CH2:14][CH2:15]2.[Na+:25]>>[c:2]1([O:24][CH3:23])[c:3]2[c:4]([n:5][c:6]([C:8]([F:9])([F:10])[F:11])[n:7]1)[CH2:12][N:13]([CH2:16][c:17]1[cH:18][cH:19][cH:20][cH:21][cH:22]1)[CH2:14][CH2:15]2. Reactants: ice water, O=C1C=2C(=CNC2CCC1)C(=O)O (4-oxo-4,5,6,7-tetrahydro-1H-indole-3-carboxylic acid), C(C1=CC=CC=C1)(=O)OOC(C1=CC=CC=C1)=O (benzoyl peroxide), BrN1C(CCC1=O)=O (N-bromosuccinimide). The solvent is CN(C=O)C (N,N-dimethylformamide). Product: BrC=1NC=2CCCC(C2C1C(=O)O)=O (2-bromo-4-oxo-4,5,6,7-tetrahydro-1H-indole-3-carboxylic acid). The yield is 29.1%. RXN SMILES: [O:1]=[C:2]1[CH2:10][CH2:9][CH2:8][C:7]2[NH:6][CH:5]=[C:4]([C:11]([OH:13])=[O:12])[C:3]1=2.C(OOC(=O)C1C=CC=CC=1)(=O)C1C=CC=CC=1.[Br:32]N1C(=O)CCC1=O>CN(C)C=O>[Br:32][C:5]1[NH:6][C:7]2[CH2:8][CH2:9][CH2:10][C:2](=[O:1])[C:3]=2[C:4]=1[C:11]([OH:13])=[O:12]. Reported procedure: To a solution of 4-oxo-4,5,6,7-tetrahydro-1H-indole-3-carboxylic acid (886 mg, 5 mmol) and catalytic benzoyl peroxide in N,N-dimethylformamide (5 mL) at 0° C. was added N-bromosuccinimide (1.869 g, 10.5 mmol)in four equal portions over 1 hour. The mixture was stirred an additional hour, then poured into ice water, the precipitate collected and rinsed with water then diethyl ether and dried. Purification on Silica gel (5% methyl alcohol in 1:1:1 dichloromethane/ethyl acetate/hexanes) gave 2-bromo...